The task is: describe an organic reaction: reactants, conditions, products, and yield. This data is from the Open Reaction Database (ORD), a public repository of structured organic reaction records. Starting materials: methyl imidate, C(C)(=O)[O-].[NH4+] (ammonium acetate), C(C)(C)(C)NS(=O)(=O)C1=C(C=CC=C1)C1=CC=C(C=C1)NC(\C=C(\COC)/C1=CC(=CC=C1)C#N)=O ((2E)-N-[4-(2-{[(tert-butyl)amino]sulfonyl}phenyl)phenyl]-3-(3-cyanophenyl)-4-methoxybut-2-enamide), C(C)(=O)OCC (ethyl acetate). Run in CO (methanol), CO (methanol). Reaction conditions: time 8 hour. Yields the product COC\C(=C\C(NC1=CC=C(C=C1)C1=C(C=CC=C1)S(N)(=O)=O)=O)\C=1C=C(C=CC1)C(=N)N (3-((1E)-1-(methoxymethyl)-2-{N-[4-(2-sulfamoylphenyl)phenyl]carbamoyl}vinyl)benzenecarboxamidine). Reaction SMILES: C([NH:5][S:6]([C:9]1[CH:14]=[CH:13][CH:12]=[CH:11][C:10]=1[C:15]1[CH:20]=[CH:19][C:18]([NH:21][C:22](=[O:36])/[CH:23]=[C:24](\[C:28]2[CH:33]=[CH:32][CH:31]=[C:30]([C:34]#[N:35])[CH:29]=2)/[CH2:25][O:26][CH3:27])=[CH:17][CH:16]=1)(=[O:8])=[O:7])(C)(C)C.C(OCC)(=O)C.C([O-])(=O)C.[NH4+:47]>CO>[CH3:27][O:26][CH2:25]/[C:24](/[C:28]1[CH:29]=[C:30]([C:34]([NH2:35])=[NH:47])[CH:31]=[CH:32][CH:33]=1)=[CH:23]/[C:22](=[O:36])[NH:21][C:18]1[CH:17]=[CH:16][C:15]([C:10]2[CH:11]=[CH:12][CH:13]=[CH:14][C:9]=2[S:6](=[O:8])(=[O:7])[NH2:5])=[CH:20][CH:19]=1 |f:2.3|. Reported procedure: To a solution of (2E)-N-[4-(2-{[(tert-butyl)amino]sulfonyl}phenyl)phenyl]-3-(3-cyanophenyl)-4-methoxybut-2-enamide (150 mg, 0.298 mmol) in 10 ml 1:1 ethyl acetate:anhydrous methanol cooled to −78° C. was bubbled HCl gas until saturation was achieved. Reaction was allowed to warm to room temperature and stirred overnight. The reaction was then concentrated in vacuo and dried under hi vacuum. The dried methyl imidate residue was dissolved in 5 ml anhydrous methanol to which ammonium acetate (77 mg... Reactants: C1OC(CCCCI)C(CC2COCCO2)OC1 (5,8-bis(ethylenedioxy)nonyl iodide), C1(=CC=CC=C1)P(C1=CC=CC=C1)C1=CC=CC=C1 (triphenyl phosphine). Reagents/catalysts: CCN(C(C)C)C(C)C (Hunig's Base). Run in C(C)#N (acetonitrile). Product: [I-].C1OC(CCCC[P+](C2=CC=CC=C2)(C2=CC=CC=C2)C2=CC=CC=C2)C(CC2COCCO2)OC1 (5,8-bis(ethylenedioxy)nonyltriphenylphosphonium iodide). The yield is 70.3%. Reaction SMILES: [CH2:1]1[CH2:18][O:17][CH:9]([CH2:10][CH:11]2[O:16][CH2:15][CH2:14][O:13][CH2:12]2)[CH:3]([CH2:4][CH2:5][CH2:6][CH2:7][I:8])[O:2]1.[C:19]1([P:25]([C:32]2[CH:37]=[CH:36][CH:35]=[CH:34][CH:33]=2)[C:26]2[CH:31]=[CH:30][CH:29]=[CH:28][CH:27]=2)[CH:24]=[CH:23][CH:22]=[CH:21][CH:20]=1>C(#N)C.CCN(C(C)C)C(C)C>[I-:8].[CH2:1]1[CH2:18][O:17][CH:9]([CH2:10][CH:11]2[O:16][CH2:15][CH2:14][O:13][CH2:12]2)[CH:3]([CH2:4][CH2:5][CH2:6][CH2:7][P+:25]([C:26]2[CH:27]=[CH:28][CH:29]=[CH:30][CH:31]=2)([C:32]2[CH:37]=[CH:36][CH:35]=[CH:34][CH:33]=2)[C:19]2[CH:20]=[CH:21][CH:22]=[CH:23][CH:24]=2)[O:2]1 |f:4.5|. Procedure details: A solution of 4.13 g (11.2 mmol) of 5,8-bis(ethylenedioxy)nonyl iodide and 2.93 g (11.2 mmol) of triphenyl phosphine in 25 ml of acetonitrile was buffered with a few drops of Hunig's Base and heated under nitrogen at 65° for 24 hours. The solvent was removed in vacuo until the resulting gum began to foam. This viscous gum was taken up in 25 ml of 3-pentanone and the resulting solution was seeded with a crystal of the salt and allowed to stand until crystallization was complete. Filtration afford... Reactants: O=C([O-])[O-], CC(C)CBr, CCCC[N+](CCCC)(CCCC)CCCC, [Cs+], [Cs+], [I-], CN(C)C=O, NC1=NC2(CO1)c1cc(O)ccc1Oc1ccc(-c3cncnc3)cc12. Yields the product CC(C)COc1ccc2c(c1)C1(COC(N)=N1)c1cc(-c3cncnc3)ccc1O2. Reaction SMILES: [C:27](=[O:28])([O-:29])[O-:30].[CH2:33]([CH:34]([CH3:35])[CH3:36])[Br:37].[CH2:39]([N+:40]([CH2:41][CH2:42][CH2:43][CH3:44])([CH2:45][CH2:46][CH2:47][CH3:48])[CH2:49][CH2:50][CH2:51][CH3:52])[CH2:53][CH2:54][CH3:55].[Cs+:31].[Cs+:32].[I-:38].[O:56]=[CH:57][N:58]([CH3:59])[CH3:60].[OH:1][c:2]1[cH:3][c:4]2[c:5]([cH:6][cH:7]1)[O:8][c:9]1[cH:10][cH:11][c:12](-[c:21]3[cH:22][n:23][cH:24][n:25][cH:26]3)[cH:13][c:14]1[C:15]21[N:16]=[C:17]([NH2:20])[O:18][CH2:19]1>>[O:1]([c:2]1[cH:3][c:4]2[c:5]([cH:6][cH:7]1)[O:8][c:9]1[cH:10][cH:11][c:12](-[c:21]3[cH:22][n:23][cH:24][n:25][cH:26]3)[cH:13][c:14]1[C:15]21[N:16]=[C:17]([NH2:20])[O:18][CH2:19]1)[CH2:33][CH:34]([CH3:35])[CH3:36]. Reactants: COC(=O)c1nc(-c2ccc(Cl)c(OC)c2F)nc(N)c1SC, CO, Cl, [Na+], [OH-]. RXN SMILES: [CH3:1][O:2][C:3](=[O:4])[c:5]1[n:6][c:7](-[c:14]2[c:15]([F:23])[c:16]([O:21][CH3:22])[c:17]([Cl:20])[cH:18][cH:19]2)[n:8][c:9]([NH2:13])[c:10]1[S:11][CH3:12].[CH3:27][OH:28].[ClH:26].[Na+:25].[OH-:24]>>[O:2]=[C:3]([OH:4])[c:5]1[n:6][c:7](-[c:14]2[c:15]([F:23])[c:16]([O:21][CH3:22])[c:17]([Cl:20])[cH:18][cH:19]2)[n:8][c:9]([NH2:13])[c:10]1[S:11][CH3:12]. Product: COc1c(Cl)ccc(-c2nc(N)c(SC)c(C(=O)O)n2)c1F. The reactants are COCCc1noc(C(CCCC2CCCCC2)CC(=O)OC(C)(C)C)n1, O=C(O)C(F)(F)F. Product: COCCc1noc(C(CCCC2CCCCC2)CC(=O)O)n1. RXN SMILES: [CH:1]1([CH2:7][CH2:8][CH2:9][CH:10]([CH2:11][C:12](=[O:13])[O:14][C:15]([CH3:16])([CH3:17])[CH3:18])[c:19]2[n:20][c:21]([CH2:24][CH2:25][O:26][CH3:27])[n:22][o:23]2)[CH2:2][CH2:3][CH2:4][CH2:5][CH2:6]1.[OH:28][C:29]([C:30]([F:31])([F:32])[F:33])=[O:34]>>[CH:1]1([CH2:7][CH2:8][CH2:9][CH:10]([CH2:11][C:12](=[O:13])[OH:14])[c:19]2[n:20][c:21]([CH2:24][CH2:25][O:26][CH3:27])[n:22][o:23]2)[CH2:2][CH2:3][CH2:4][CH2:5][CH2:6]1. Yields the product NN=Cc1ccc(C2=NOC3(CCN(CC(=O)O)CC3)C2)cc1. Starting materials: CC(=O)O, CCO, Cl, CCOC(=O)CN1CCC2(CC1)CC(c1ccc(C=NN)cc1)=NO2, [Na+], [OH-], O. Reaction SMILES: [CH3:29][C:30](=[O:31])[OH:32].[CH3:34][CH2:35][OH:36].[ClH:1].[NH2:2][N:3]=[CH:4][c:5]1[cH:6][cH:7][c:8]([C:11]2=[N:12][O:13][C:14]3([CH2:15]2)[CH2:16][CH2:17][N:18]([CH2:21][C:22](=[O:23])[O:24][CH2:25][CH3:26])[CH2:19][CH2:20]3)[cH:9][cH:10]1.[Na+:28].[OH-:27].[OH2:33]>>[NH2:2][N:3]=[CH:4][c:5]1[cH:6][cH:7][c:8]([C:11]2=[N:12][O:13][C:14]3([CH2:15]2)[CH2:16][CH2:17][N:18]([CH2:21][C:22](=[O:23])[OH:24])[CH2:19][CH2:20]3)[cH:9][cH:10]1. Reactants: CN1N=C(C(=C1)C(=O)O)C (1,3-dimethyl-1H-pyrazole-4-carboxylic acid), NC=1C=C(OC=2C=CC=3N(C2)N=C(N3)NC(=O)C3CC3)C=CC1F (N-[6-(3-amino-4-fluorophenoxy)[1,2,4]triazolo[1,5-a]pyridin-2-yl]cyclopropanecarboxamide), O1CCCC1 (tetrahydrofuran), S(=O)(Cl)Cl (thionyl chloride). Reagents/catalysts: CN(C=O)C (N,N-dimethylformamide). Run in CN(C(C)=O)C (N,N-dimethylacetamide). Product: C1(CC1)C(=O)NC1=NN2C(C=CC(=C2)OC=2C=CC(=C(C2)NC(=O)C=2C(=NN(C2)C)C)F)=N1 (N-[5-({2-[(cyclopropylcarbonyl)amino][1,2,4]triazolo[1,5-a]pyridin-6-yl}oxy)-2-fluorophenyl]-1,3-dimethyl-1H-pyrazole-4-carboxamide). The yield is 56.0%. RXN SMILES: [CH3:1][N:2]1[CH:6]=[C:5]([C:7](O)=[O:8])[C:4]([CH3:10])=[N:3]1.O1CCCC1.S(Cl)(Cl)=O.[NH2:20][C:21]1[CH:22]=[C:23]([CH:40]=[CH:41][C:42]=1[F:43])[O:24][C:25]1[CH:26]=[CH:27][C:28]2[N:29]([N:31]=[C:32]([NH:34][C:35]([CH:37]3[CH2:39][CH2:38]3)=[O:36])[N:33]=2)[CH:30]=1>CN(C)C=O.CN(C)C(=O)C>[CH:37]1([C:35]([NH:34][C:32]2[N:33]=[C:28]3[CH:27]=[CH:26][C:25]([O:24][C:23]4[CH:40]=[CH:41][C:42]([F:43])=[C:21]([NH:20][C:7]([C:5]5[C:4]([CH3:10])=[N:3][N:2]([CH3:1])[CH:6]=5)=[O:8])[CH:22]=4)=[CH:30][N:29]3[N:31]=2)=[O:36])[CH2:38][CH2:39]1. Procedure: In the same manner as in Example 55 and using 1,3-dimethyl-1H-pyrazole-4-carboxylic acid (56.4 mg, 0.402 mmol), tetrahydrofuran (5 mL), thionyl chloride (70.0 μL, 0.807 mmol), N,N-dimethylformamide (2 drops), N-[6-(3-amino-4-fluorophenoxy)[1,2,4]triazolo[1,5-a]pyridin-2-yl]cyclopropanecarboxamide (120 mg, 0.367 mmol) and N,N-dimethylacetamide (5 mL) as starting materials, the title compound (92.4 mg, 56%) was obtained as a white solid. Reactants: O=C(O)c1ccc(B(O)O)cc1, O=C([O-])[O-], CN(C)C=O, [K+], [K+], N#Cc1ccccc1COc1cc(Br)cnc1N, O, c1ccc(P(c2ccccc2)(c2ccccc2)[Pd](P(c2ccccc2)(c2ccccc2)c2ccccc2)(P(c2ccccc2)(c2ccccc2)c2ccccc2)P(c2ccccc2)(c2ccccc2)c2ccccc2)cc1. The product is N#Cc1ccccc1COc1cc(-c2ccc(C(=O)O)cc2)cnc1N. As a reaction SMILES: [C:19](=[O:20])([OH:21])[c:22]1[cH:23][cH:24][c:25]([B:28]([OH:29])[OH:30])[cH:26][cH:27]1.[C:31](=[O:32])([O-:33])[O-:34].[CH3:37][N:38]([CH3:39])[CH:40]=[O:41].[K+:35].[K+:36].[NH2:1][c:2]1[n:3][cH:4][c:5]([Br:18])[cH:6][c:7]1[O:8][CH2:9][c:10]1[c:11]([C:12]#[N:13])[cH:14][cH:15][cH:16][cH:17]1.[OH2:119].[cH:42]1[cH:43][cH:44][c:45]([P:46]([Pd:47]([P:48]([c:49]2[cH:50][cH:51][cH:52][cH:53][cH:54]2)([c:55]2[cH:56][cH:57][cH:58][cH:59][cH:60]2)[c:61]2[cH:62][cH:63][cH:64][cH:65][cH:66]2)([P:67]([c:68]2[cH:69][cH:70][cH:71][cH:72][cH:73]2)([c:74]2[cH:75][cH:76][cH:77][cH:78][cH:79]2)[c:80]2[cH:81][cH:82][cH:83][cH:84][cH:85]2)[P:86]([c:87]2[cH:88][cH:89][cH:90][cH:91][cH:92]2)([c:93]2[cH:94][cH:95][cH:96][cH:97][cH:98]2)[c:99]2[cH:100][cH:101][cH:102][cH:103][cH:104]2)([c:105]2[cH:106][cH:107][cH:108][cH:109][cH:110]2)[c:111]2[cH:112][cH:113][cH:114][cH:115][cH:116]2)[cH:117][cH:118]1>>[NH2:1][c:2]1[n:3][cH:4][c:5](-[c:25]2[cH:24][cH:23][c:22]([C:19](=[O:20])[OH:21])[cH:27][cH:26]2)[cH:6][c:7]1[O:8][CH2:9][c:10]1[c:11]([C:12]#[N:13])[cH:14][cH:15][cH:16][cH:17]1. Starting materials: BrC=1C=C(C(C)N)C=CC1 (3-bromo-α-methylbenzylamine), N1=CC=CC=C1 (pyridine), C(CC(O)(C(=O)O)CC(=O)O)(=O)O (citric acid), ClC(=O)OC (methyl chloroformate). The solvent is C1(=CC=CC=C1)C (toluene). Conditions: time 2 hour. Yields the product BrC=1C=C(C=CC1)C(C)NC(OC)=O (methyl N-[1-(3-bromophenyl)ethyl]carbamate). Isolated yield 34.2%. RXN SMILES: [Br:1][C:2]1[CH:3]=[C:4]([CH:8]=[CH:9][CH:10]=1)[CH:5]([NH2:7])[CH3:6].N1C=CC=CC=1.Cl[C:18]([O:20][CH3:21])=[O:19].C(O)(=O)CC(CC(O)=O)(C(O)=O)O>C1(C)C=CC=CC=1>[Br:1][C:2]1[CH:3]=[C:4]([CH:5]([NH:7][C:18](=[O:19])[O:20][CH3:21])[CH3:6])[CH:8]=[CH:9][CH:10]=1. Procedure: To a solution of 23.8 g of 3-bromo-α-methylbenzylamine in toluene (120 ml), 14.1 g of pyridine was added at room temperature. To this solution, 18.6 g of methyl chloroformate was dropwise added under cooling with ice, followed by stirring at room temperature for 2 hours. The reaction solution was poured into a citric acid aqueous solution and extracted with ethyl acetate. The organic layer was washed with a citric acid aqueous solution and then dried over anhydrous magnesium sulfate. The solvent... Product: C(C)(C)(C)OC(=O)N/C=1/C\C(=C/C2=C(\N1)C=C(C=C2)C2=CC(=CC=C2)C#N)\C(=O)OCC ((1E,4E)-ethyl 2-(tert-butoxycarbonylamino)-8-(3-cyanophenyl)-3H-benzo[b]azepine-4-carboxylate). Procedure: A mixture of (1E,4E)-ethyl 8-bromo-2-(tert-butoxycarbonylamino)-3H-benzo[b]azepine-4-carboxylate (2.05 g, 5 mmol), 3-cyanophenylboronic acid (1.47 g, 10 mmol), CsF (2.28 g, 15 mmol), and Pd(PPh3)4 (0.345 g, 0.3 mmol) in anhydrous THF (100 mL) was refluxed for 12 h. After cooling to room temperature, the reaction mixture was poured into water and extracted with EtOAc. The combined organic layers were dried over Na2SO4, filtered, and concentrated under reduced pressure to give the crude material t... Reaction SMILES: Br[C:2]1[CH:3]=[CH:4][C:5]2=[C:6]([CH:25]=1)[N:7]=[C:8]([NH:17][C:18]([O:20][C:21]([CH3:24])([CH3:23])[CH3:22])=[O:19])[CH2:9][C:10]([C:12]([O:14][CH2:15][CH3:16])=[O:13])=[CH:11]2.[C:26]([C:28]1[CH:29]=[C:30](B(O)O)[CH:31]=[CH:32][CH:33]=1)#[N:27].[F-].[Cs+].O>C1COCC1.C1C=CC([P]([Pd]([P](C2C=CC=CC=2)(C2C=CC=CC=2)C2C=CC=CC=2)([P](C2C=CC=CC=2)(C2C=CC=CC=2)C2C=CC=CC=2)[P](C2C=CC=CC=2)(C2C=CC=CC=2)C2C=CC=CC=2)(C2C=CC=CC=2)C2C=CC=CC=2)=CC=1>[C:21]([O:20][C:18]([NH:17][C:8]1[CH2:9][C:10]([C:12]([O:14][CH2:15][CH3:16])=[O:13])=[CH:11][C:5]2[CH:4]=[CH:3][C:2]([C:32]3[CH:31]=[CH:30][CH:29]=[C:28]([C:26]#[N:27])[CH:33]=3)=[CH:25][C:6]=2[N:7]=1)=[O:19])([CH3:24])([CH3:23])[CH3:22] |f:2.3,^1:48,50,69,88|. Reagents/catalysts: C=1C=CC(=CC1)[P](C=2C=CC=CC2)(C=3C=CC=CC3)[Pd]([P](C=4C=CC=CC4)(C=5C=CC=CC5)C=6C=CC=CC6)([P](C=7C=CC=CC7)(C=8C=CC=CC8)C=9C=CC=CC9)[P](C=1C=CC=CC1)(C=1C=CC=CC1)C=1C=CC=CC1 (Pd(PPh3)4). Run in C1CCOC1 (THF). Reactants: BrC=1C=CC\2=C(\N=C(/C\C(=C2)\C(=O)OCC)\NC(=O)OC(C)(C)C)C1 ((1E,4E)-ethyl 8-bromo-2-(tert-butoxycarbonylamino)-3H-benzo[b]azepine-4-carboxylate), C(#N)C=1C=C(C=CC1)B(O)O (3-cyanophenylboronic acid), [F-].[Cs+] (CsF), O (water). The yield is 51.9%.